From a dataset of the Open Reaction Database (ORD), a public repository of structured organic reaction records. describe an organic reaction: reactants, conditions, products, and yield The reactants are CN(CCOC=1C(=CC(=C(C1)N)[N+](=O)[O-])F)C (5-(2-Dimethylamino-ethoxy)-4-fluoro-2-nitro-phenylamine). The reagents and catalysts are [OH-].[OH-].[Pd+2] (Pd(OH)2). The solvent is C(C)(=O)O (acetic acid). The product is CN(CCOC=1C=C(C(=CC1F)N)N)C (4-(2-Dimethylamino-ethoxy)-5-fluoro-benzene-1,2-diamine). As a reaction SMILES: [CH3:1][N:2]([CH3:17])[CH2:3][CH2:4][O:5][C:6]1[C:7]([F:16])=[CH:8][C:9]([N+:13]([O-])=O)=[C:10]([NH2:12])[CH:11]=1>C(O)(=O)C.[OH-].[OH-].[Pd+2]>[CH3:1][N:2]([CH3:17])[CH2:3][CH2:4][O:5][C:6]1[CH:11]=[C:10]([NH2:12])[C:9]([NH2:13])=[CH:8][C:7]=1[F:16] |f:2.3.4|. Procedure details: A solution of intermediate 180 (220 mg, 0.904 mmol) in acetic acid (3.6 mL) was degassed and put under N2 atmosphere. A catalytic amount of Pd(OH)2 was added and the black mixture was hydrogenated (1 atm) at rt for 16 h, filtered through a celite pad and rinsed with MeOH. The filtrate was concentrated in vacuo at 80° C. to afford the title compound 181 as a mixture with AcONHEt3 (252 mg, 75%). 1H NMR: (CD3OD) δ (ppm): 6.54 (d, J=7.8 Hz, 1H), 6.51 (d, J=12.3 Hz, 1H), 4.21 (t, J=5.1 Hz, 2H), 3.40 ... Starting materials: CC(C)(C)[Si](OCC(F)CO)(c1ccccc1)c1ccccc1, ClCCl. Product: CC(C)(C)[Si](OCC(F)C=O)(c1ccccc1)c1ccccc1. As a reaction SMILES: [C:1]([CH3:2])([CH3:3])([CH3:4])[Si:5]([O:6][CH2:7][CH:8]([CH2:9][OH:10])[F:11])([c:12]1[cH:13][cH:14][cH:15][cH:16][cH:17]1)[c:18]1[cH:19][cH:20][cH:21][cH:22][cH:23]1.[Cl:24][CH2:25][Cl:26]>>[C:1]([CH3:2])([CH3:3])([CH3:4])[Si:5]([O:6][CH2:7][CH:8]([CH:9]=[O:10])[F:11])([c:12]1[cH:13][cH:14][cH:15][cH:16][cH:17]1)[c:18]1[cH:19][cH:20][cH:21][cH:22][cH:23]1. Reactants: C1(=CC=CC=C1)O (phenol), CC1([C@@H](N2[C@H](S1)[C@@H](C2=O)NC(=O)[C@@H](C=3C=CC=CC3)N)C(=O)O)C (ampicillin), C[C@]1(C=2C=CC=C(C2C(=O)C3=C([C@]4([C@@H](C[C@@H]31)[C@@H](C(=C(C4=O)C(=O)N)O)N(C)C)O)O)O)O (tetracycline). Product: C(=C/C(=O)C(=O)O)\C=C\O (2-hydroxymuconic semialdehyde). RXN SMILES: C1([OH:7])C=CC=CC=1.CC1(C)S[C@@H]2[C@H](NC([C@H](N)C3C=CC=CC=3)=O)C(=O)N2[C@H]1C(O)=O.C[C@:33]1([OH:63])[C@@H:47]2[C:42](=[C:43](O)[C@:44]3([OH:60])[C:51](=[O:52])C(C(N)=O)=C(O)[C@@H](N(C)C)[C@@H]3C2)C(=O)C2C(O)=CC=CC1=2>>[CH:42](/[CH:47]=[CH:33]/[OH:63])=[CH:43]\[C:44]([C:51]([OH:7])=[O:52])=[O:60]. Procedure details: Transformants were spread on LB plates containing 1 mM phenol, 50 μg of ampicillin per ml, and 12.5 μg of tetracycline per ml and incubated overnight at 37° C. Colonies that became yellow (as a result of 2-hydroxymuconic semialdehyde) following spraying of a 0.1% of catechol solution were patched on LB plates containing 1 mM phenol. Colonies in which the yellow compound formed during growth without catechol addition were retained as putative carriers of both pheA and pheB. The reactants are NCC1CCN(CC1)C(=O)OC(C)(C)C (tert-butyl 4-(aminomethyl)piperidine-1-carboxylate), C(C)(C)N(CC)C(C)C (diisopropylethylamine), acid chloride, C(C)(C)N1C(C(=CC2=C(C=CC=C12)C)C(=O)O)=O (1-isopropyl-5-methyl-2-oxo-1,2-dihydroquinoline-3-carboxylic acid), C(C(=O)Cl)(=O)Cl (oxalyl chloride). Reagents/catalysts: CN(C=O)C (N,N-dimethylformamide). Run in ClCCl (dichloromethane), ClCCl (dichloromethane), ClCCl (dichloromethane). Conditions: temperature 0 celsius, time 3 hour. The product is C(C)(C)N1C(C(=CC2=C(C=CC=C12)C)C(=O)NCC1CCN(CC1)C(=O)OC(C)(C)C)=O (tert-Butyl 4-({[(1-isopropyl-5-methyl-2-oxo-1,2-dihydroquinolin-3-yl)carbonyl]amino}methyl)piperidine-1-carboxylate). RXN SMILES: [CH:1]([N:4]1[C:13]2[C:8](=[C:9]([CH3:14])[CH:10]=[CH:11][CH:12]=2)[CH:7]=[C:6]([C:15]([OH:17])=O)[C:5]1=[O:18])([CH3:3])[CH3:2].C(Cl)(=O)C(Cl)=O.[NH2:25][CH2:26][CH:27]1[CH2:32][CH2:31][N:30]([C:33]([O:35][C:36]([CH3:39])([CH3:38])[CH3:37])=[O:34])[CH2:29][CH2:28]1.C(N(C(C)C)CC)(C)C>ClCCl.CN(C)C=O>[CH:1]([N:4]1[C:13]2[C:8](=[C:9]([CH3:14])[CH:10]=[CH:11][CH:12]=2)[CH:7]=[C:6]([C:15]([NH:25][CH2:26][CH:27]2[CH2:32][CH2:31][N:30]([C:33]([O:35][C:36]([CH3:39])([CH3:38])[CH3:37])=[O:34])[CH2:29][CH2:28]2)=[O:17])[C:5]1=[O:18])([CH3:2])[CH3:3]. Procedure: To a solution of 1-isopropyl-5-methyl-2-oxo-1,2-dihydroquinoline-3-carboxylic acid (8.00 g, 32.6 mmol, step 4 in preparation 2) in dichloromethane (200 mL) was added dropwise oxalyl chloride (8.5 mL, 98 mmol) at 0° C. Then, N,N-dimethylformamide (3 drops) was carefully added to the mixture. The resulting mixture was stirred at 0° C. for 30 min and at room temperature for 3 h. Then, the mixture was evaporated in vacuo to give crude acid chloride as a yellow solid. Then, to a mixture of tert-butyl... Reactants: BrC=1C=C(C=C2C(C=C(OC12)N1C[C@H](OCC1)C)=O)C(=O)OC (Methyl 8-bromo-2-((R)-2-methylmorpholino)-4-oxo-4H-chromene-6-carboxylate), C(CCC)[Sn](C(=C)OCC)(CCCC)CCCC (tributyl(1-ethoxyvinyl)stannane), Cl (HCl). The reagents and catalysts are [Pd](Cl)Cl.C1(=CC=CC=C1)P(C1=CC=CC=C1)C1=CC=CC=C1.C1(=CC=CC=C1)P(C1=CC=CC=C1)C1=CC=CC=C1 (bis(triphenylphosphine) palladium(II) chloride). Run in O1CCOCC1 (1,4-dioxane). Run at temperature 90 celsius, time 1 hour. The product is C(C)(=O)C=1C=C(C=C2C(C=C(OC12)N1C[C@H](OCC1)C)=O)C(=O)OC (methyl 8-acetyl-2-((R)-2-methylmorpholino)-4-oxo-4H-chromene-6-carboxylate). The yield is 87.9%. RXN SMILES: Br[C:2]1[CH:3]=[C:4]([C:20]([O:22][CH3:23])=[O:21])[CH:5]=[C:6]2[C:11]=1[O:10][C:9]([N:12]1[CH2:17][CH2:16][O:15][C@H:14]([CH3:18])[CH2:13]1)=[CH:8][C:7]2=[O:19].C([Sn](CCCC)(CCCC)[C:29]([O:31]CC)=[CH2:30])CCC.Cl>O1CCOCC1.[Pd](Cl)Cl.C1(P(C2C=CC=CC=2)C2C=CC=CC=2)C=CC=CC=1.C1(P(C2C=CC=CC=2)C2C=CC=CC=2)C=CC=CC=1>[C:29]([C:2]1[CH:3]=[C:4]([C:20]([O:22][CH3:23])=[O:21])[CH:5]=[C:6]2[C:11]=1[O:10][C:9]([N:12]1[CH2:17][CH2:16][O:15][C@H:14]([CH3:18])[CH2:13]1)=[CH:8][C:7]2=[O:19])(=[O:31])[CH3:30] |f:4.5.6|. Reported procedure: Methyl 8-bromo-2-((R)-2-methylmorpholino)-4-oxo-4H-chromene-6-carboxylate (1.45 g, 3.79 mmol), bis(triphenylphosphine) palladium(II) chloride (0.107 g, 0.15 mmol) and tributyl(1-ethoxyvinyl)stannane (1.346 mL, 3.98 mmol) in 1,4-dioxane (20 mL) were degassed, purged with argon and heated to 90° C. for 4 hrs. After cooling to RT, HCl 2N (1.9 mL, 3.79 mmol) was added and the mixture was left to stir for 1 h. The reaction mixture was concentrated, suspended in water, neutralised with NaHCO3 and extr... The reactants are C1=CC=CC=2C3=CC=CC=C3C(C12)COC(=O)N(C(C)(C(=O)N[C@@H](C(C)C)C(=O)N(C)[C@H]([C@@H](CC(=O)OC(C)(C)C)OC)[C@H](CC)C)C)C (N-[(9H-fluoren-9-ylmethoxy)carbonyl]-N,2-dimethylalanyl-N-[(3R,4S,5S)-1-tert-butoxy-3-methoxy-5-methyl-1-oxoheptan-4-yl]-N-methyl-L-valinamide), C(=O)(C(F)(F)F)O (TFA). Solvent: ClCCl (dichloromethane). Product: C1=CC=CC=2C3=CC=CC=C3C(C12)COC(=O)N(C(C)(C(=O)N[C@@H](C(C)C)C(=O)N(C)[C@H]([C@@H](CC(=O)O)OC)[C@H](CC)C)C)C (N-[(9H-fluoren-9-ylmethoxy)carbonyl]-N,2-dimethylalanyl-N-[(2R,3S,4S)-1-carboxy-2-methoxy-4-methylhexan-3-yl]-N-methyl-L-valinamide). Yield: 99.9%. RXN SMILES: [CH:1]1[C:13]2[CH:12]([CH2:14][O:15][C:16]([N:18]([CH3:49])[C:19]([CH3:48])([C:21]([NH:23][C@H:24]([C:28]([N:30]([C@@H:32]([C@@H:44]([CH3:47])[CH2:45][CH3:46])[C@H:33]([O:42][CH3:43])[CH2:34][C:35]([O:37]C(C)(C)C)=[O:36])[CH3:31])=[O:29])[CH:25]([CH3:27])[CH3:26])=[O:22])[CH3:20])=[O:17])[C:11]3[C:6](=[CH:7][CH:8]=[CH:9][CH:10]=3)[C:5]=2[CH:4]=[CH:3][CH:2]=1.C(O)(C(F)(F)F)=O>ClCCl>[CH:10]1[C:11]2[CH:12]([CH2:14][O:15][C:16]([N:18]([CH3:49])[C:19]([CH3:48])([C:21]([NH:23][C@H:24]([C:28]([N:30]([C@@H:32]([C@@H:44]([CH3:47])[CH2:45][CH3:46])[C@H:33]([O:42][CH3:43])[CH2:34][C:35]([OH:37])=[O:36])[CH3:31])=[O:29])[CH:25]([CH3:26])[CH3:27])=[O:22])[CH3:20])=[O:17])[C:13]3[C:5](=[CH:4][CH:3]=[CH:2][CH:1]=3)[C:6]=2[CH:7]=[CH:8][CH:9]=1. Procedure details: To a stirring solution of #127 (4.2 g, 6.1 mmol, 1.0 eq.) in 21 mL of dichloromethane under nitrogen, (7 mL, 90 mmol, 10 eq.) of TFA was added. The reaction was allowed to stir at room temperature for −4 hours. Reaction was concentrated in vacuo, azeotroped once with heptane, and then placed underneath high vacuum yielding #128 as a white slight yellow solid (3.8 g, quant.). LC-MS (Protocol Q): m/z 624.2 [M+H+] retention time=2.01 minutes. Reactants: solution, Cl (HCl), ClC1=C(C#N)C(=CC(=C1)F)F (2-chloro-4,6-difluorobenzonitrile), solution, B.CSC (borane DMS), [OH-].[Na+] (NaOH). The solvent is C1CCOC1 (THF), C1CCOC1 (THF), C1CCOC1 (THF). Conditions: temperature 0 celsius. Product: ClC1=C(C(=CC(=C1)F)F)CN ((2-chloro-4,6-difluorophenyl)methanamine). RXN SMILES: [Cl:1][C:2]1[CH:9]=[C:8]([F:10])[CH:7]=[C:6]([F:11])[C:3]=1[C:4]#[N:5].B.CSC.Cl.[OH-].[Na+]>C1COCC1>[Cl:1][C:2]1[CH:9]=[C:8]([F:10])[CH:7]=[C:6]([F:11])[C:3]=1[CH2:4][NH2:5] |f:1.2,4.5|. Procedure details: To a solution of 2-chloro-4,6-difluorobenzonitrile (210 mg, 1.2 mmol) in 2.4 mL THF was added a 2M solution of borane-DMS in THF (0.6 mL). This reaction mixture was allowed to stir at refluxing temperature for 18 hours resulting in a loss of all solvent. The residue was re-dissolved in 3 mL THF, cooled to 0° C., a 6M solution of HCl(aq) was carefully added, and the mixture returned to reflux for 30 minutes. The reaction mixture was once again cooled to 0° C. and treated with 4M NaOH(aq). The aqu... Yields the product C(CCCCCCCCCCCC)N1C2=CC=CC=C2C=2C=CC=CC12 (N-Tridecylcarbazole), brown liquid. The yield is 96.0%. Reactants: [OH-].[Na+] (NaOH), C1=CC=CC=2C3=CC=CC=C3NC12 (carbazole), BrCCCCCCCCCCCCC (1-bromotridecane), C(CCCCCC)N1C2=CC=CC=C2C=2C=CC=CC12 (N-heptylcarbazole). Procedure details: N-Tridecylcarbazole was prepared from carbazole (62.43 g, 0.37 mol), 1-bromotridecane (100 g, 0.38 mol, commercially available from Aldrich, Milwaukee, Wis.), benzyltriethyl ammonium chloride (4.24 g. 0.018 mol), toluene (400 ml), and 50% aqueous NaOH (200 g) according to the procedure described for N-heptylcarbazole. The product was obtained as 120 g of brown liquid (96% yield). Run in C1(=CC=CC=C1)C (toluene). Reaction SMILES: [CH:1]1[C:13]2[NH:12][C:11]3[C:6](=[CH:7][CH:8]=[CH:9][CH:10]=3)[C:5]=2[CH:4]=[CH:3][CH:2]=1.Br[CH2:15][CH2:16][CH2:17][CH2:18][CH2:19][CH2:20][CH2:21][CH2:22][CH2:23][CH2:24][CH2:25][CH2:26][CH3:27].[OH-].[Na+].C(N1C2C=CC=CC=2C2C1=CC=CC=2)CCCCCC>[Cl-].C([N+](CC)(CC)CC)C1C=CC=CC=1.C1(C)C=CC=CC=1>[CH2:27]([N:12]1[C:11]2[CH:10]=[CH:9][CH:8]=[CH:7][C:6]=2[C:5]2[C:13]1=[CH:1][CH:2]=[CH:3][CH:4]=2)[CH2:26][CH2:25][CH2:24][CH2:23][CH2:22][CH2:21][CH2:20][CH2:19][CH2:18][CH2:17][CH2:16][CH3:15] |f:2.3,5.6|. The reagents and catalysts are [Cl-].C(C1=CC=CC=C1)[N+](CC)(CC)CC (benzyltriethyl ammonium chloride).